From a dataset of the Open Reaction Database (ORD), a public repository of structured organic reaction records. describe an organic reaction: reactants, conditions, products, and yield Reported procedure: 6-Methoxymethyl-3-nitro-pyridine-2,4-diol (725 mg, 3.63 mmol) is added to a solution of POCl3 (15 mL) at 0° C. The mixture is warmed to room temperature followed by heating at reflux for 5 hours. Excess POCl3 is removed under reduced pressure to yield a light brown oil. The crude oil is dissolved in CH2Cl2 (100 mL) and extracted with water (100 mL), NaHCO3 (100 mL), and brine (100 mL). The organic extract is dried over Na2SO4 and the solvent removed under reduced pressure. The crude product is c... The reactants are COCC1=CC(=C(C(=N1)O)[N+](=O)[O-])O (6-Methoxymethyl-3-nitro-pyridine-2,4-diol), O=P(Cl)(Cl)Cl (POCl3), C(Cl)Cl (CH2Cl2). Reaction SMILES: [CH3:1][O:2][CH2:3][C:4]1[N:9]=[C:8](O)[C:7]([N+:11]([O-:13])=[O:12])=C(O)[CH:5]=1.O=P(Cl)(Cl)[Cl:17].[CH2:20]([Cl:22])Cl>>[Cl:17][C:8]1[C:7]([N+:11]([O-:13])=[O:12])=[C:20]([Cl:22])[CH:5]=[C:4]([CH2:3][O:2][CH3:1])[N:9]=1. The product is ClC1=NC(=CC(=C1[N+](=O)[O-])Cl)COC (2,4-Dichloro-6-methoxymethyl-3-nitro-pyridine). Reactants: C(C)(C)(C)O[C@H](C(=O)OCC)C1=C(C2=C(N=C(S2)C2=CC=C3C(N(N(C3=C2)C)C)=O)C=C1C)C1=CC=C(C=C1)Cl ((S)-ethyl 2-tert-butoxy-2-(7-(4-chlorophenyl)-2-(1,2-dimethyl-3-oxo-2,3-dihydro-1H-indazol-6-yl)-5-methylbenzo[d]thiazol-6-yl)acetate), [OH-].[Na+] (NaOH). Solvent: C1CCOC1 (THF), CO (methanol). Reaction conditions: temperature 50 celsius, time 2 hour. Product: C(C)(C)(C)O[C@H](C(=O)O)C1=C(C2=C(N=C(S2)C2=CC=C3C(N(N(C3=C2)C)C)=O)C=C1C)C1=CC=C(C=C1)Cl ((S)-2-tert-butoxy-2-(7-(4-chlorophenyl)-2-(1,2-dimethyl-3-oxo-2,3-dihydro-1H-indazol-6-yl)-5-methylbenzo[d]thiazol-6-yl)acetic acid). As a reaction SMILES: [C:1]([O:5][C@@H:6]([C:12]1[C:32]([CH3:33])=[CH:31][C:15]2[N:16]=[C:17]([C:19]3[CH:27]=[C:26]4[C:22]([C:23](=[O:30])[N:24]([CH3:29])[N:25]4[CH3:28])=[CH:21][CH:20]=3)[S:18][C:14]=2[C:13]=1[C:34]1[CH:39]=[CH:38][C:37]([Cl:40])=[CH:36][CH:35]=1)[C:7]([O:9]CC)=[O:8])([CH3:4])([CH3:3])[CH3:2].[OH-].[Na+]>C1COCC1.CO>[C:1]([O:5][C@@H:6]([C:12]1[C:32]([CH3:33])=[CH:31][C:15]2[N:16]=[C:17]([C:19]3[CH:27]=[C:26]4[C:22]([C:23](=[O:30])[N:24]([CH3:29])[N:25]4[CH3:28])=[CH:21][CH:20]=3)[S:18][C:14]=2[C:13]=1[C:34]1[CH:35]=[CH:36][C:37]([Cl:40])=[CH:38][CH:39]=1)[C:7]([OH:9])=[O:8])([CH3:4])([CH3:2])[CH3:3] |f:1.2|. Procedure details: To a stirred solution of (S)-ethyl 2-tert-butoxy-2-(7-(4-chlorophenyl)-2-(1,2-dimethyl-3-oxo-2,3-dihydro-1H-indazol-6-yl)-5-methylbenzo[d]thiazol-6-yl)acetate (27.2 mg, 0.047 mmol) in THF (1.0 mL) and methanol (1.0 mL) was added 1N NaOH solution (0.5 mL, excess). The reaction mixture was stirred at 50° C. for 2 h and then purified by reverse phase HPLC, eluting by 0-100% acetonitrile in H2O with 0.1% TFA to give the desired product. LCMS-ESI+ (m/z): [M+H]+ calcd for C29H29ClN3O4S: 550.2; found: ... Reactants: CC(C)([O-])C.[K+] (potassium tert-butoxide), FC=1C=CC=C2C=C3CC(COC3=C(C12)F)C (8,9-difluoro-3-methyl-1,2,3,4-tetrahydro-1-oxaanthracene), C(CC)Br (propyl bromide), ice water, C(CCC)[Li] (n-butyllithium). Run in O1CCCC1 (tetrahydrofuran), O1CCCC1 (tetrahydrofuran). Reaction conditions: temperature -95 celsius, time 30 minute. Yields the product FC=1C(=CC=C2C=C3CC(COC3=C(C12)F)C)CCC (8,9-difluoro-3-methyl-7-propyl-1,2,3,4-tetrahydro-1-oxaanthracene). Isolated yield 23.7%. As a reaction SMILES: [F:1][C:2]1[CH:3]=[CH:4][CH:5]=[C:6]2[C:15]=1[C:14]([F:16])=[C:13]1[C:8]([CH2:9][CH:10]([CH3:17])[CH2:11][O:12]1)=[CH:7]2.[CH2:18]([Li])[CH2:19][CH2:20]C.CC(C)([O-])C.[K+].C(Br)CC>O1CCCC1>[F:1][C:2]1[C:3]([CH2:18][CH2:19][CH3:20])=[CH:4][CH:5]=[C:6]2[C:15]=1[C:14]([F:16])=[C:13]1[C:8]([CH2:9][CH:10]([CH3:17])[CH2:11][O:12]1)=[CH:7]2 |f:2.3|. Procedure details: The 8,9-difluoro-3-methyl-1,2,3,4-tetrahydro-1-oxaanthracene (1.5 g) obtained in this way was dissolved in 40 ml of tetrahydrofuran and admixed at −75° C. with 7 mmol of n-butyllithium. After stirring for a further 30 minutes, a solution of 7 mmol of potassium tert-butoxide in 20 ml of tetrahydrofuran was added dropwise. After cooling to −95° C., 15 mmol of propyl bromide were added dropwise. After 2 h, the temperature was cooled to −70° C., the mixture was stirred at this temperature for a furt... RXN SMILES: [CH2:1]([NH2:8])[C:2]1[CH:7]=[CH:6][CH:5]=[CH:4][CH:3]=1.[C:9]1(=O)[CH2:14][CH2:13]C[CH2:11][CH2:10]1.[CH2:16]=O.C(O[C:22](=[O:24])[CH3:23])(=O)C>C(O)(=O)C>[CH2:1]([N:8]1[CH2:13][CH:14]2[C:22](=[O:24])[CH:23]([CH2:11][CH2:10][CH2:9]2)[CH2:16]1)[C:2]1[CH:7]=[CH:6][CH:5]=[CH:4][CH:3]=1. Product: C(C1=CC=CC=C1)N1CC2CCCC(C1)C2=O (3-Benzyl-3-azabicyclo[3.3.1]nonan-9-one). Procedure details: A mixture of benzylamine(17.25 ml, 0.683 mol), acetic acid(182 ml), c-HCl (13.25 ml), cyclohexanone (13.25 ml, 0.127 mol), and aqueous formaldehyde solution (4.1M, 31.25 ml, 1.25 mol) was stirred at 80° C. for 2 h, cooled, and concentrated. The residue was partitioned between ether and water, and the pH was adjusted to 8 with solid Na2CO3. The reaction mixture was extracted with dichloromethane and the extract was dried over Na2SO4 and concentrated. This residue was taken up in 37 ml ethanol and... Run in C(C)(=O)O (acetic acid). Conditions: temperature 80 celsius, time 2 hour. Starting materials: C(C1=CC=CC=C1)N (benzylamine), c-HCl, C1(CCCCC1)=O (cyclohexanone), C=O (formaldehyde), C(C)(=O)OC(C)=O (acetic anhydride), c-HCl. Reactants: 1, C(C#C)N1C(=C(C2=CC=CC=C12)C(C)O)C(F)(F)F ((RS) [1-(2-propynyl)-2-trifluoromethyl-(1H)-indol-3-yl]-ethanol), BrC(=CC1C(C1C(=O)Cl)(C)C)Br (3-(2,2-dibromoethenyl)-2,2-dimethyl-cyclopropane-carboxylic acid chloride). The solvent is N1=CC=CC=C1 (pyridine). Run at time 18 hour. Yields the product CCCCCC.C(C)(C)OC(C)C (hexane isopropyl ether), BrC(=CC1CC1C(=O)[O-])Br (3-(2,2-dibromoethenyl)-cyclopropane-carboxylate). RXN SMILES: C(N1C2[C:7](=[CH:8][CH:9]=CC=2)[C:6]([CH:13]([OH:15])[CH3:14])=[C:5]1[C:16](F)(F)F)C#C.[Br:20][C:21]([Br:31])=[CH:22][CH:23]1[CH:25]([C:26](Cl)=[O:27])[C:24]1(C)C>N1C=CC=CC=1>[CH3:16][CH2:5][CH2:6][CH2:7][CH2:8][CH3:9].[CH:22]([O:15][CH:13]([CH3:6])[CH3:14])([CH3:23])[CH3:21].[Br:31][C:21]([Br:20])=[CH:22][CH:23]1[CH:25]([C:26]([O-:27])=[O:15])[CH2:24]1 |f:3.4|. Procedure: 0.82 g of 1 (RS) [1-(2-propynyl)-2-trifluoromethyl-(1H)-indol-3-yl]-ethanol and 20 ml of 3-(2,2-dibromoethenyl)-2,2-dimethyl-cyclopropane-carboxylic acid chloride were mixed together at ambient temperature under an inert atmosphere, and 0.3 ml of pyridine were added. After stirring for 18 hours, the solvents were evaporated under reduced pressure to obtain 3.15 g of crude product which was purified by chromatography over silica (eluent: hexane-ethyl acetate 9-1 then hexane-isopropyl ether 9-1) t... The reactants are CO, CI, CC1(c2nnc(S)n(N)c2=O)CC1, [Na+], [OH-]. The product is CSc1nnc(C2(C)CC2)c(=O)n1N. RXN SMILES: [CH3:14][OH:15].[CH3:16][I:17].[NH2:1][n:2]1[c:3]([SH:13])[n:4][n:5][c:6]([C:9]2([CH3:12])[CH2:10][CH2:11]2)[c:7]1=[O:8].[Na+:19].[OH-:18]>>[NH2:1][n:2]1[c:3]([S:13][CH3:14])[n:4][n:5][c:6]([C:9]2([CH3:12])[CH2:10][CH2:11]2)[c:7]1=[O:8]. The reactants are CC(N)Cc1cccc(C(C)(C)NC(=O)OC(C)(C)C)c1, CS(=O)(=O)c1nccc(N2CCC(=O)N3CC=C(c4ccccc4)N=C32)n1, CN1CCCC1=O, O. Yields the product CC(Cc1cccc(C(C)(C)NC(=O)OC(C)(C)C)c1)Nc1nccc(N2CCC(=O)N3CC=C(c4ccccc4)N=C32)n1. Reaction SMILES: [C:1]([CH3:2])([CH3:3])([CH3:4])[O:5][C:6]([NH:7][C:8]([CH3:9])([CH3:10])[c:11]1[cH:12][c:13]([CH2:17][CH:18]([CH3:19])[NH2:20])[cH:14][cH:15][cH:16]1)=[O:21].[CH3:22][S:23](=[O:24])(=[O:25])[c:26]1[n:27][cH:28][cH:29][c:30]([N:32]2[C:33]3=[N:42][C:41]([c:43]4[cH:44][cH:45][cH:46][cH:47][cH:48]4)=[CH:40][CH2:39][N:34]3[C:35](=[O:38])[CH2:36][CH2:37]2)[n:31]1.[CH3:50][N:51]1[CH2:52][CH2:53][CH2:54][C:55]1=[O:56].[OH2:49]>>[C:1]([CH3:2])([CH3:3])([CH3:4])[O:5][C:6]([NH:7][C:8]([CH3:9])([CH3:10])[c:11]1[cH:12][c:13]([CH2:17][CH:18]([CH3:19])[NH:20][c:26]2[n:27][cH:28][cH:29][c:30]([N:32]3[C:33]4=[N:42][C:41]([c:43]5[cH:44][cH:45][cH:46][cH:47][cH:48]5)=[CH:40][CH2:39][N:34]4[C:35](=[O:38])[CH2:36][CH2:37]3)[n:31]2)[cH:14][cH:15][cH:16]1)=[O:21]. The reactants are Cl, Cl, Cl, COC(=O)CC1COC1, NC1CCC(CCN2CCN(c3nccc4c3OCC4)CC2)CC1. Yields the product O=C(CC1COC1)NC1CCC(CCN2CCN(c3nccc4c3OCC4)CC2)CC1. As a reaction SMILES: [ClH:1].[ClH:2].[ClH:3].[O:28]1[CH2:29][CH:30]([CH2:32][C:33](=[O:34])[O:35][CH3:36])[CH2:31]1.[O:4]1[CH2:5][CH2:6][c:7]2[c:8]1[c:9]([N:13]1[CH2:14][CH2:15][N:16]([CH2:19][CH2:20][CH:21]3[CH2:22][CH2:23][CH:24]([NH2:27])[CH2:25][CH2:26]3)[CH2:17][CH2:18]1)[n:10][cH:11][cH:12]2>>[O:4]1[CH2:5][CH2:6][c:7]2[c:8]1[c:9]([N:13]1[CH2:14][CH2:15][N:16]([CH2:19][CH2:20][CH:21]3[CH2:22][CH2:23][CH:24]([NH:27][C:33]([CH2:32][CH:30]4[CH2:29][O:28][CH2:31]4)=[O:34])[CH2:25][CH2:26]3)[CH2:17][CH2:18]1)[n:10][cH:11][cH:12]2. Starting materials: NC1=CC=C2/C(/C(NC2=C1)=O)=C(\C1=CC=CC=C1)/NC1=CC=C(C=C1)CN1CCCCC1 (6-amino-3-(Z)-{1-[4-(piperidin-1-yl-methyl)-anilino]-1-phenyl-methylidene}-2-indolinone), CS(=O)(=O)Cl (methanesulphonylchloride). Yields the product CS(=O)(=O)NC1=CC=C2/C(/C(NC2=C1)=O)=C(\C1=CC=CC=C1)/NC1=CC=C(C=C1)CN1CCCCC1 (6-methanesulphonylamino-3-(Z)-{1-[4-(piperidin-1-yl-methyl)-anilino]-1-phenyl-methylidene}-2-indolinone). RXN SMILES: [NH2:1][C:2]1[CH:10]=[C:9]2[C:5](/[C:6](=[C:12](/[NH:19][C:20]3[CH:25]=[CH:24][C:23]([CH2:26][N:27]4[CH2:32][CH2:31][CH2:30][CH2:29][CH2:28]4)=[CH:22][CH:21]=3)\[C:13]3[CH:18]=[CH:17][CH:16]=[CH:15][CH:14]=3)/[C:7](=[O:11])[NH:8]2)=[CH:4][CH:3]=1.[CH3:33][S:34](Cl)(=[O:36])=[O:35]>>[CH3:33][S:34]([NH:1][C:2]1[CH:10]=[C:9]2[C:5](/[C:6](=[C:12](/[NH:19][C:20]3[CH:25]=[CH:24][C:23]([CH2:26][N:27]4[CH2:28][CH2:29][CH2:30][CH2:31][CH2:32]4)=[CH:22][CH:21]=3)\[C:13]3[CH:14]=[CH:15][CH:16]=[CH:17][CH:18]=3)/[C:7](=[O:11])[NH:8]2)=[CH:4][CH:3]=1)(=[O:36])=[O:35]. Reported procedure: Prepared from 6-amino-3-(Z)-{1-[4-(piperidin-1-yl-methyl)-anilino]-1-phenyl-methylidene}-2-indolinone and methanesulphonylchloride Reactants: CC(=O)N1CCn2c3c(c4cccc(c42)C1)CCCCCC3, CCO, CO, Cl, [Na+], [OH-]. Yields the product Cl, c1cc2c3c(c1)c1c(n3CCNC2)CCCCCC1. RXN SMILES: [C:1](=[O:2])([CH3:3])[N:4]1[CH2:5][CH2:6][n:7]2[c:8]3[c:9]([c:10]4[cH:11][cH:12][cH:13][c:14]([c:15]24)[CH2:16]1)[CH2:17][CH2:18][CH2:19][CH2:20][CH2:21][CH2:22]3.[CH3:24][CH2:25][OH:26].[CH3:27][OH:28].[ClH:23].[Na+:30].[OH-:29]>>[ClH:23].[NH:4]1[CH2:5][CH2:6][n:7]2[c:8]3[c:9]([c:10]4[cH:11][cH:12][cH:13][c:14]([c:15]24)[CH2:16]1)[CH2:17][CH2:18][CH2:19][CH2:20][CH2:21][CH2:22]3.